Task: describe an organic reaction: reactants, conditions, products, and yield. Dataset: the Open Reaction Database (ORD), a public repository of structured organic reaction records The reactants are C1(=CC=CC2=CC=CC=C12)CNC=1C=C2CCCN(C2=CC1)C(CCC1=CC=C(C=C1)C#N)=O (6-[(naphthalin-1-ylmethyl)-amino]-1-[3-(4-cyano-phenyl)-propionyl]-1,2,3,4-tetrahydro-quinoline), ICC(=O)OCC (ethyl iodoacetate). The product is C(C)OC(=O)CN(C=1C=C2CCCN(C2=CC1)C(CCC1=CC=C(C=C1)C#N)=O)CC1=CC=CC2=CC=CC=C12 (6-[N-ethoxycarbonylmethyl-(naphthalin-1-ylmethyl)-amino]-1-[3-(4-cyano-phenyl)-propionyl]-1,2,3,4-tetrahydro-quinoline). As a reaction SMILES: [C:1]1([CH2:11][NH:12][C:13]2[CH:14]=[C:15]3[C:20](=[CH:21][CH:22]=2)[N:19]([C:23](=[O:34])[CH2:24][CH2:25][C:26]2[CH:31]=[CH:30][C:29]([C:32]#[N:33])=[CH:28][CH:27]=2)[CH2:18][CH2:17][CH2:16]3)[C:10]2[C:5](=[CH:6][CH:7]=[CH:8][CH:9]=2)[CH:4]=[CH:3][CH:2]=1.I[CH2:36][C:37]([O:39][CH2:40][CH3:41])=[O:38]>>[CH2:40]([O:39][C:37]([CH2:36][N:12]([CH2:11][C:1]1[C:10]2[C:5](=[CH:6][CH:7]=[CH:8][CH:9]=2)[CH:4]=[CH:3][CH:2]=1)[C:13]1[CH:14]=[C:15]2[C:20](=[CH:21][CH:22]=1)[N:19]([C:23](=[O:34])[CH2:24][CH2:25][C:26]1[CH:31]=[CH:30][C:29]([C:32]#[N:33])=[CH:28][CH:27]=1)[CH2:18][CH2:17][CH2:16]2)=[O:38])[CH3:41]. Reported procedure: Prepared from 6-[(naphthalin-1-ylmethyl)-amino]-1-[3-(4-cyano-phenyl)-propionyl]-1,2,3,4-tetrahydro-quinoline (see Example 14(1)) and ethyl iodoacetate Starting materials: C(C)OC(=O)C1=CN=C(O1)CCl (2-chloromethyl-oxazole-5-carboxylic acid ethyl ester), [OH-].[Na+] (NaOH), Cl (HCl). Reaction conditions: time 3 hour. Product: ClCC=1OC(=CN1)C(=O)O (2-Chloromethyl-oxazole-5-carboxylic acid). Reaction SMILES: C([O:3][C:4]([C:6]1[O:10][C:9]([CH2:11][Cl:12])=[N:8][CH:7]=1)=[O:5])C.[OH-].[Na+].Cl>>[Cl:12][CH2:11][C:9]1[O:10][C:6]([C:4]([OH:5])=[O:3])=[CH:7][N:8]=1 |f:1.2|. Reported procedure: A mixture of 2-chloromethyl-oxazole-5-carboxylic acid ethyl ester (J. Chromatography B, 674, 167, 1995) (190 mg, 1 mmol) and 1N NaOH (2 mL, 2 mmol) is stirred at room temperature for 3 hours then 1N HCl (2 mL, 2 mmol) is added and the solvent is removed under reduced pressure to give the title compound which is used as is in subsequent reactions. Reaction SMILES: [CH3:1][S:2]([CH2:5][C:6]1[CH:11]=[CH:10][CH:9]=[CH:8][N:7]=1)(=[O:4])=[O:3].Cl>C(O)C.O=[Pt]=O>[CH3:1][S:2]([CH2:5][CH:6]1[CH2:11][CH2:10][CH2:9][CH2:8][NH:7]1)(=[O:4])=[O:3]. The solvent is C(C)O (ethanol). The yield is 90.2%. The reactants are CS(=O)(=O)CC1=NC=CC=C1 (2-(Methylsulfonylmethyl)pyridine), Cl (HCl). Product: CS(=O)(=O)CC1NCCCC1 (2-(Methylsulfonylmethyl)piperidine). Reagents/catalysts: O=[Pt]=O (PtO2). Procedure: 2-(Methylsulfonylmethyl)pyridine (4.40 g, 0.0257 moles) and PtO2 (0.50 g) were suspended in ethanol (80 mL) with 1N HCl (15 mL). The mixture was hydrogenated at 50 psi for 18 hours. The catalyst was filtered and the solvent removed. The residue was dissolved in CH2Cl2 and washed with sat. Na2CO3. The aqueous layer was extracted with CH2Cl2 (3×25 mL). The organic layers were combined and dried over Na2SO4 and evaporated to give a yellow oil (4.11 g, 90%) which solidified on standing. Further puri... Reaction conditions: time 18 hour. Reaction SMILES: [CH2:1]1[O:13][C:12]2[CH:11]=[C:10]3[C:5]([C:6]([N:14]([CH2:28][CH2:29][CH2:30][CH3:31])[C:15](=[O:27])[C:16]4[CH:21]=[C:20]([O:22][CH3:23])[C:19]([O:24][CH3:25])=[CH:18][C:17]=4I)=[CH:7][CH:8]=[N:9]3)=[CH:4][C:3]=2[O:2]1.CC1C=CC=CC=1P(C1C=CC=CC=1C)C1C=CC=CC=1C>CN(C=O)C.C(Cl)(Cl)Cl.CC([O-])=O.CC([O-])=O.[Pd+2]>[CH3:23][O:22][C:20]1[C:19]([O:24][CH3:25])=[CH:18][C:17]2[C:7]3[C:6](=[C:5]4[CH:4]=[C:3]5[O:2][CH2:1][O:13][C:12]5=[CH:11][C:10]4=[N:9][CH:8]=3)[N:14]([CH2:28][CH2:29][CH2:30][CH3:31])[C:15](=[O:27])[C:16]=2[CH:21]=1 |f:4.5.6|. The reagents and catalysts are CC(=O)[O-].CC(=O)[O-].[Pd+2] (Pd(OAc)2). Product: COC=1C(=CC2=C(C(N(C3=C4C(=NC=C23)C=C2C(=C4)OCO2)CCCC)=O)C1)OC (8,9-Dimethoxy-2,3-methylenedioxy-5-(butyl)-5H-dibenzo[c,h]1,6-naphthyridin-6-one). Run in CN(C)C=O (DMF), C(Cl)(Cl)Cl (CHCl3). Reactants: C1OC=2C=C3C(=CC=NC3=CC2O1)N(C(C1=C(C=C(C(=C1)OC)OC)I)=O)CCCC (N-(6,7-Methylenedioxyquinolin-4-yl)-N-(butyl)-2-iodo-4,5-dimethoxybenzamide), CC1=C(C=CC=C1)P(C2=C(C=CC=C2)C)C3=C(C=CC=C3)C (P(o-tolyl)3), Ag2CO3. Procedure details: A mixture of the N-(6,7-Methylenedioxyquinolin-4-yl)-N-(butyl)-2-iodo-4,5-dimethoxybenzamide (1.0 mmol equiv.), Pd(OAc)2 (0.2 mmol equiv.), P(o-tolyl)3 (0.4 mmol equiv.), and Ag2CO3 (2.0 mmol equiv) was heated to reflux in DMF (30 mL per mmol equiv.) with stirring. The reaction mixture was allowed to cool to room temperature, diluted with CHCl3, and filtered through Celite. The sicciate was extensively washed with 10% CH3OH in CHCl3. The filtrate was concentrated in vacuo and the residue chromat... Yield: 24.0%. Starting materials: ClC=1C=C(NC2=NC=NC3=CC=C(C=C23)O)C=CC1F (4-(3'-chloro-4'-fluoroanilino)-6-hydroxyquinazoline), Cl.CN(CCCCl)C (3-dimethylaminopropyl chloride hydrochloride). The product is ClC=1C=C(NC2=NC=NC3=CC=C(C=C23)OCCCN(C)C)C=CC1F (4-(3'-chloro-4'-fluoroanilino)-6-(3-dimethylaminopropoxy)quinazoline). Isolated yield 72.0%. Reaction SMILES: [Cl:1][C:2]1[CH:3]=[C:4]([CH:17]=[CH:18][C:19]=1[F:20])[NH:5][C:6]1[C:15]2[C:10](=[CH:11][CH:12]=[C:13]([OH:16])[CH:14]=2)[N:9]=[CH:8][N:7]=1.Cl.[CH3:22][N:23]([CH3:28])[CH2:24][CH2:25][CH2:26]Cl>>[Cl:1][C:2]1[CH:3]=[C:4]([CH:17]=[CH:18][C:19]=1[F:20])[NH:5][C:6]1[C:15]2[C:10](=[CH:11][CH:12]=[C:13]([O:16][CH2:26][CH2:25][CH2:24][N:23]([CH3:28])[CH3:22])[CH:14]=2)[N:9]=[CH:8][N:7]=1 |f:1.2|. Procedure: Using an analogous procedure to that described in Example 1, 4-(3'-chloro-4'-fluoroanilino)-6-hydroxyquinazoline was reacted with 3-dimethylaminopropyl chloride hydrochloride to give 4-(3'-chloro-4'-fluoroanilino)-6-(3-dimethylaminopropoxy)quinazoline in 72% yield; NMR Spectrum: 1.98 (m, 2H), 2.34 (s, 6H), 2.51 (t, 2H), 4.22 (t, 2H), 7.48 (t, 1H), 7.52 (m, 1H), 7.75 (d, 1H), 7.85 (m, 1H), 7.91 (m, 1H), 8.18 (m, 1H), 8.54 (s, 1H), 9.72 (broad s, 1H); Elemental Analysis: Found C, 60.5; H, 5.3; N, ... Starting materials: CC=1C=C(CSC2=C(C(=O)O)C=C(C=C2)C(F)(F)F)C=CC1 (2-(m-methylbenzylthio)-5-trifluoromethylbenzoic acid), NOC1=CCCCCC1 (1-aza-2-methoxy-1-cycloheptene). The solvent is C(C)OCC (diethyl ether). The product is CC=1C=C(CSC2=C(C(=O)OC)C=C(C=C2)C(F)(F)F)C=CC1 (methyl 2-(m-methylbenzylthio)-5-trifluoromethylbenzoate). Reaction SMILES: [CH3:1][C:2]1[CH:3]=[C:4]([CH:20]=[CH:21][CH:22]=1)[CH2:5][S:6][C:7]1[CH:15]=[CH:14][C:13]([C:16]([F:19])([F:18])[F:17])=[CH:12][C:8]=1[C:9]([OH:11])=[O:10].NO[C:25]1CCCCCC=1>C(OCC)C>[CH3:1][C:2]1[CH:3]=[C:4]([CH:20]=[CH:21][CH:22]=1)[CH2:5][S:6][C:7]1[CH:15]=[CH:14][C:13]([C:16]([F:17])([F:18])[F:19])=[CH:12][C:8]=1[C:9]([O:11][CH3:25])=[O:10]. Reported procedure: A mixture of 2-(m-methylbenzylthio)-5-trifluoromethylbenzoic acid (1.65 g, 5.06 mmol) and 1-aza-2-methoxy-1-cycloheptene (643 mg, 5.06 mmol) was heated at 80°-85° C. for 18 hours, cooled, diluted with diethyl ether, washed with 1N aqueous sodium hydroxide solution, water, dried (sodium sulfate), and evaporated. The product was crystallized from methanol; yield 885 mg (51%). The 60 MHz NMR spectrum in chloroform-d was in accord with the desired structure. The reactants are ClC1=NC=C(C=C1)Cl (2,5-dichloropyridine), solution, [O-]CC.[Na+] (sodium ethoxide). Solvent: C(C)O (ethanol), C(C)O (ethanol). Conditions: temperature 150 celsius. Yields the product ClC=1C=CC(=NC1)OCC (5-chloro-2-ethoxy-pyridine). Yield: 56.0%. Reaction SMILES: Cl[C:2]1[CH:7]=[CH:6][C:5]([Cl:8])=[CH:4][N:3]=1.[O-:9][CH2:10][CH3:11].[Na+]>C(O)C>[Cl:8][C:5]1[CH:6]=[CH:7][C:2]([O:9][CH2:10][CH3:11])=[N:3][CH:4]=1 |f:1.2|. Procedure details: To a solution of 2,5-dichloropyridine (7.0 g, 0.047 mol) in ethanol (44.5 ml) was slowly added a 25% solution of sodium ethoxide in ethanol (13.6 ml, 50 mmol). The reaction mixture was heated to 150° C. for 10 min in a microwave oven. The solvent was evaporated and the residue partitioned between diethyl ether and water. The organic phase was washed with water, brine and dried over anhydrous potassium carbonate. The solvent was evaporated under reduced pressure to give 5-chloro-2-ethoxy-pyridine...